This data is from the Open Reaction Database (ORD), a public repository of structured organic reaction records. The task is: describe an organic reaction: reactants, conditions, products, and yield Run at time 1 hour. RXN SMILES: [C:1]1([C:7]2[N:8]=[C:9]([CH2:18][CH2:19][NH:20][CH:21]3[C:30]4[C:25](=[C:26]([O:31][Si](C(C)(C)C)(C5C=CC=CC=5)C5C=CC=CC=5)[CH:27]=[CH:28][CH:29]=4)[CH2:24][CH2:23][CH2:22]3)[O:10][C:11]=2[C:12]2[CH:17]=[CH:16][CH:15]=[CH:14][CH:13]=2)[CH:6]=[CH:5][CH:4]=[CH:3][CH:2]=1.[F-].C([N+](CCCC)(CCCC)CCCC)CCC>C1COCC1>[C:1]1([C:7]2[N:8]=[C:9]([CH2:18][CH2:19][NH:20][CH:21]3[C:30]4[C:25](=[C:26]([OH:31])[CH:27]=[CH:28][CH:29]=4)[CH2:24][CH2:23][CH2:22]3)[O:10][C:11]=2[C:12]2[CH:17]=[CH:16][CH:15]=[CH:14][CH:13]=2)[CH:6]=[CH:5][CH:4]=[CH:3][CH:2]=1 |f:1.2|. Isolated yield 37.9%. Solvent: C1CCOC1 (THF), C1CCOC1 (THF). Procedure details: A solution of 5-(t-butyldiphenylsilyloxy)-1-oxo-1,2,3,4-tetrahydronaphthalene (0.52 g), 2-(4,5-diphenyloxazol-2-yl)ethylamine (0.33 g) and p-toluenesulfonic acid (catalytic amount) in toluene (30 ml) was refluxed for 15 hours with Dean-stark equipment. The solution was evaporated in vacuo and MeOH (10 ml) was added to the residue. To the MeOH solution, NaBH4 (0.21 g) was added at 0° C. After being stirred for 30 minutes at room temperature, the solution was evaporated in vacuo. The residue was p... Reactants: C1(=CC=CC=C1)C=1N=C(OC1C1=CC=CC=C1)CCNC1CCCC2=C(C=CC=C12)O[Si](C1=CC=CC=C1)(C1=CC=CC=C1)C(C)(C)C (1-[2-(4,5-diphenyloxazol-2-yl)ethylamino]-1,2,3,4-tetrahydro-5-(t-butyldiphenylsilyloxy)naphthalene), [F-].C(CCC)[N+](CCCC)(CCCC)CCCC (tetra-n-butyl ammonium fluoride). Product: C1(=CC=CC=C1)C=1N=C(OC1C1=CC=CC=C1)CCNC1CCCC2=C(C=CC=C12)O (1-[2-(4,5-diphenyloxazol-2-yl)ethylamino]-1,2,3,4-tetrahydro-5-hydroxynaphthalene).